From a dataset of the Open Reaction Database (ORD), a public repository of structured organic reaction records. describe an organic reaction: reactants, conditions, products, and yield Starting materials: C=CCCCN(CC=C)C(=O)OCc1ccccc1, ClCCl. The product is O=C(OCc1ccccc1)N1CC=CCCC1. As a reaction SMILES: [CH2:1]([c:2]1[cH:3][cH:4][cH:5][cH:6][cH:7]1)[O:8][C:9]([N:10]([CH2:11][CH2:12][CH2:13][CH:14]=[CH2:15])[CH2:16][CH:17]=[CH2:18])=[O:19].[Cl:20][CH2:21][Cl:22]>>[CH2:1]([c:2]1[cH:3][cH:4][cH:5][cH:6][cH:7]1)[O:8][C:9]([N:10]1[CH2:11][CH2:12][CH2:13][CH:18]=[CH:17][CH2:16]1)=[O:19]. Reactants: FC=1C=C(C=CC1C=1SC2=NC(=CC=C2N1)C1(CC1)C1=CC=CC=C1)C(C)=O (1-(3-fluoro-4-(5-(1-phenylcyclopropyl)thiazolo[5,4-b]pyridin-2-yl)phenyl)ethanone), Cl.N1CC(C1)C(=O)OC (methyl azetidine-3-carboxylate hydrochloride). Reaction SMILES: [F:1][C:2]1[CH:3]=[C:4]([C:26](=O)[CH3:27])[CH:5]=[CH:6][C:7]=1[C:8]1[S:9][C:10]2[C:15]([N:16]=1)=[CH:14][CH:13]=[C:12]([C:17]1([C:20]3[CH:25]=[CH:24][CH:23]=[CH:22][CH:21]=3)[CH2:19][CH2:18]1)[N:11]=2.Cl.[NH:30]1[CH2:33][CH:32]([C:34]([O:36][CH3:37])=[O:35])[CH2:31]1>>[F:1][C:2]1[CH:3]=[C:4]([CH:26]([N:30]2[CH2:33][CH:32]([C:34]([O:36][CH3:37])=[O:35])[CH2:31]2)[CH3:27])[CH:5]=[CH:6][C:7]=1[C:8]1[S:9][C:10]2[C:15]([N:16]=1)=[CH:14][CH:13]=[C:12]([C:17]1([C:20]3[CH:25]=[CH:24][CH:23]=[CH:22][CH:21]=3)[CH2:19][CH2:18]1)[N:11]=2 |f:1.2|. Yields the product FC=1C=C(C=CC1C=1SC2=NC(=CC=C2N1)C1(CC1)C1=CC=CC=C1)C(C)N1CC(C1)C(=O)OC (racemic methyl 1-(1-(3-fluoro-4-(5-(1-phenylcyclopropyl)thiazolo[5,4-b]pyridine-2-yl)phenyl)ethyl)azetidine-3-carboxylate). Procedure details: Reaction of 1-(3-fluoro-4-(5-(1-phenylcyclopropyl)thiazolo[5,4-b]pyridin-2-yl)phenyl)ethanone (1.76 g, 4.53 mmol) and methyl azetidine-3-carboxylate hydrochloride (1.03 g, 6.80 mmol) according to reference R and the general procedure for reductive amination gave racemic methyl 1-(1-(3-fluoro-4-(5-(1-phenylcyclopropyl)thiazolo[5,4-b]pyridine-2-yl)phenyl)ethyl)azetidine-3-carboxylate. Separation of enantiomers was accomplished by SFC chromatography (Column: Chiralcel OJ-H (21×250 mm, 5 um)×2; A: L...